From a dataset of the Open Reaction Database (ORD), a public repository of structured organic reaction records. describe an organic reaction: reactants, conditions, products, and yield The reactants are C=1C=CC(=CC1)C2CN3CCSC3=N2.Cl (tetramisole hydrochloride), Cl (hydrochloric acid), L-N-[(4-methoxyphenyl)sulfonyl]glutamic acid, [OH-].[Na+] (sodium hydroxide). The solvent is O (water), O (water). Run at time 5 hour. The product is C=1C=CC(=CC1)[C@H]2CN3CCSC3=N2 (levamisole). Yield: 115.3%. RXN SMILES: [CH:1]1[CH:2]=[CH:3][C:4]([CH:7]2[N:14]=[C:13]3[N:9]([CH2:10][CH2:11][S:12]3)[CH2:8]2)=[CH:5][CH:6]=1.Cl.Cl.[OH-].[Na+]>O>[CH:1]1[CH:6]=[CH:5][C:4]([C@@H:7]2[N:14]=[C:13]3[N:9]([CH2:10][CH2:11][S:12]3)[CH2:8]2)=[CH:3][CH:2]=1 |f:0.1,3.4|. Procedure details: To a warmed solution, 40° C., of 24.08 g of tetramisole hydrochloride (0.1 mol) in 113 ml. water adjusted to pH 4 with hydrochloric acid was added dropwise during a period of 50 minutes a suspension containing 15.85 g of L-N-[(4-methoxyphenyl)sulfonyl]glutamic acid (0.05 mol) and 2 g of sodium hydroxide (0.05 mol) in 85 ml of water. The mixture was cooled to 15°-20° C. and additionally stirred during 5 hours. The precipitate was filtered off, washed with water and dried under vacuo at 50° C., yi... Starting materials: CC(C)(C)OC(=O)Nc1cc(Cl)c(I)cc1[N+](=O)[O-], C#Cc1ccccc1. The product is CC(C)(C)OC(=O)Nc1cc(Cl)c(C#Cc2ccccc2)cc1[N+](=O)[O-]. As a reaction SMILES: [C:1]([CH3:2])([CH3:3])([CH3:4])[O:5][C:6]([NH:7][c:8]1[c:9]([N+:16](=[O:17])[O-:18])[cH:10][c:11]([I:15])[c:12]([Cl:14])[cH:13]1)=[O:19].[c:20]1([C:26]#[CH:27])[cH:21][cH:22][cH:23][cH:24][cH:25]1>>[C:1]([CH3:2])([CH3:3])([CH3:4])[O:5][C:6]([NH:7][c:8]1[c:9]([N+:16](=[O:17])[O-:18])[cH:10][c:11]([C:27]#[C:26][c:20]2[cH:21][cH:22][cH:23][cH:24][cH:25]2)[c:12]([Cl:14])[cH:13]1)=[O:19]. Reactants: [Al+3], O=C([O-])O, O=C(Cl)c1cccnc1, CCc1c[nH]c(=O)[nH]1, [Cl-], [Cl-], [Cl-], ClCC(Cl)(Cl)Cl, Cl, [Na+], O. Yields the product CCc1[nH]c(=O)[nH]c1C(=O)c1cccnc1. Reaction SMILES: [Al+3:20].[C:23](=[O:24])([OH:25])[O-:26].[C:2]([c:3]1[cH:4][n:5][cH:6][cH:7][cH:8]1)(=[O:9])[Cl:10].[CH2:11]([CH3:12])[c:13]1[nH:14][c:15](=[O:18])[nH:16][cH:17]1.[Cl-:19].[Cl-:21].[Cl-:22].[Cl:28][CH2:29][C:30]([Cl:31])([Cl:32])[Cl:33].[ClH:1].[Na+:27].[OH2:34]>>[C:2]([c:3]1[cH:4][n:5][cH:6][cH:7][cH:8]1)(=[O:9])[c:17]1[c:13]([CH2:11][CH3:12])[nH:14][c:15](=[O:18])[nH:16]1. Reaction conditions: temperature 200 celsius, time 30 hour. The solvent is CN1C(CCC1)=O (1-Methyl-2-pyrrolidinone), O (water). The reactants are CC(COC=1C=C(C(=O)OC)C=CC1)=C (Methyl 3-(2-methylallyloxy)benzoate), CC(COC=1C=C(C(=O)OC)C=CC1)=C (Methyl 3-(2-methylallyloxy)benzoate). Yield: 92.8%. Product: OC=1C(=C(C(=O)OC)C=CC1)CC(=C)C (methyl 3-hydroxy-2-(2-methylallyl)benzoate). RXN SMILES: CC(=C)C[O:4][C:5]1[CH:6]=[C:7]([CH:12]=[CH:13][CH:14]=1)[C:8]([O:10][CH3:11])=[O:9]>CN1CCCC1=O.O>[OH:4][C:5]1[C:6]([CH2:8][C:7]([CH3:12])=[CH2:6])=[C:7]([CH:12]=[CH:13][CH:14]=1)[C:8]([O:10][CH3:11])=[O:9]. Procedure details: Methyl 3-(2-methylallyloxy)benzoate (Intermediate 167, 1.100 g, 5.3 mmol) was dissolved in 1-Methyl-2-pyrrolidinone (12 ml) and heated to 200° C. The solution was stirred for 30 h at the same temperature. After cooling, the mixture was diluted with water and extracted with ethyl acetate. Organic phase was dried over Na2SO4 and evaporated in vacuo to afford a crude product that was purified via Biotage SP1 with Cyclohexane/EtOAc as eluents (from 10/0 to 7/3 for 12 CV, 50 g SNAP Silica column). Fr... The reactants are C(C=C)[Si](CCC[Mg]Br)(CC=C)CC=C (3-(triallylsilyl)propylmagnesium bromide), CO[Si](OC)(OC)OC (tetramethoxysilane). Solvent: C(C)OCC (diethyl ether). Run at time 15 hour. Yields the product C(C=C)[Si](CCC[SiH](OC)OC)(CC=C)CC=C ((3-(triallylsilyl)propyl}dimethoxysilane). The yield is 67.0%. RXN SMILES: [CH3:1][O:2][Si:3](OC)(OC)[O:4][CH3:5].[CH2:10]([Si:13]([CH2:22][CH:23]=[CH2:24])([CH2:19][CH:20]=[CH2:21])[CH2:14][CH2:15][CH2:16][Mg]Br)[CH:11]=[CH2:12]>C(OCC)C>[CH2:19]([Si:13]([CH2:10][CH:11]=[CH2:12])([CH2:14][CH:15]=[CH2:16])[CH2:22][CH2:23][CH2:24][SiH:3]([O:4][CH3:5])[O:2][CH3:1])[CH:20]=[CH2:21]. Procedure details: Under a nitrogen atmosphere, tetramethoxysilane (5) (0.482 ml, 3.268 mmol) was cooled down to 0° C., then diethyl ether solution of 10 ml (7.2 mmol) of 0.72M 3-(triallylsilyl)propylmagnesium bromide (24) was added dropwise, then stirred at room temperature for 15 hours. The reacted mixture was cooled down to 0° C., quenched with water, then saturated ammonium chloride aqueous solution was added until the salt was completely dissolved. The obtained organic layer was separated, and the obtained wa... Run at time 2 hour. Procedure details: To a solution of methyl 6-methylnicotinate (6.05 g) in methylene chloride (100 mL) was added m-chloroperbenzoic acid (77%, 13.5 g). The reaction mixture was stirred at room temperature for 2 h and then diluted with chloroform (100 mL). The mixture was washed successively with aqueous sodium sulfite, saturated sodium bicarbonate, and brine. The organic later was then dried (sodium sulfate), filtered, and concentrated under reduced pressure to provide 6.21 g of methyl 6-methylnicotinate 1-oxide. A... Product: CC1=[N+](C=C(C(=O)OC)C=C1)[O-] (methyl 6-methylnicotinate 1-oxide). Solvent: C(Cl)(Cl)Cl (chloroform), C(Cl)Cl (methylene chloride). Yield: 92.8%. Reaction SMILES: [CH3:1][C:2]1[CH:11]=[CH:10][C:5]([C:6]([O:8][CH3:9])=[O:7])=[CH:4][N:3]=1.ClC1C=CC=C(C(OO)=[O:20])C=1>C(Cl)Cl.C(Cl)(Cl)Cl>[CH3:1][C:2]1[CH:11]=[CH:10][C:5]([C:6]([O:8][CH3:9])=[O:7])=[CH:4][N+:3]=1[O-:20]. The reactants are CC1=NC=C(C(=O)OC)C=C1 (methyl 6-methylnicotinate), ClC1=CC(=CC=C1)C(=O)OO (m-chloroperbenzoic acid). The reactants are OS(=O)(=O)O (H2SO4), ClC1=C(N=CC(=N1)N[C@H]1[C@H](CCCC1)NC([O-])=O)C#N (((1S,2R)-2-((6-chloro-5-cyanopyrazin-2-yl)amino)cyclohexyl)carbamate), N1=C(N=CC=C1)C=1C=C(N)C=C(C1)C1=NC=CC=N1 (3,5-di(pyrimidin-2-yl)aniline), C([O-])([O-])=O.[Cs+].[Cs+] (cesium carbonate), C=1C=CC(=CC1)P(C=2C=CC=CC2)C3=CC=C4C=CC=CC4=C3C5=C6C=CC=CC6=CC=C5P(C=7C=CC=CC7)C=8C=CC=CC8 (BINAP). Reagents/catalysts: CC(=O)[O-].CC(=O)[O-].[Pd+2] (Pd(OAc)2). Solvent: O (water), C(=O)(C(F)(F)F)O (TFA), O1CCOCC1 (dioxane). Conditions: temperature 110 celsius, time 2.5 hour. Yields the product N[C@@H]1[C@@H](CCCC1)NC=1N=C(C(=NC1)C(=O)N)NC1=CC(=CC(=C1)C1=NC=CC=N1)C1=NC=CC=N1 (5-(((1R,2S)-2-aminocyclohexyl)amino)-3-((3,5-di(pyrimidin-2-yl)phenyl)amino)pyrazine-2-carboxamide). Yield: 58.7%. Reaction SMILES: Cl[C:2]1[N:7]=[C:6]([NH:8][C@@H:9]2[CH2:14][CH2:13][CH2:12][CH2:11][C@@H:10]2[NH:15]C(=O)[O-])[CH:5]=[N:4][C:3]=1[C:19]#[N:20].[N:21]1[CH:26]=[CH:25][CH:24]=[N:23][C:22]=1[C:27]1[CH:28]=[C:29]([CH:31]=[C:32]([C:34]2[N:39]=[CH:38][CH:37]=[CH:36][N:35]=2)[CH:33]=1)[NH2:30].C(=O)([O-])[O-:41].[Cs+].[Cs+].C1C=CC(P(C2C(C3C(P(C4C=CC=CC=4)C4C=CC=CC=4)=CC=C4C=3C=CC=C4)=C3C(C=CC=C3)=CC=2)C2C=CC=CC=2)=CC=1.OS(O)(=O)=O>O1CCOCC1.C(O)(C(F)(F)F)=O.O.CC([O-])=O.CC([O-])=O.[Pd+2]>[NH2:15][C@H:10]1[CH2:11][CH2:12][CH2:13][CH2:14][C@H:9]1[NH:8][C:6]1[N:7]=[C:2]([NH:30][C:29]2[CH:28]=[C:27]([C:22]3[N:23]=[CH:24][CH:25]=[CH:26][N:21]=3)[CH:33]=[C:32]([C:34]3[N:35]=[CH:36][CH:37]=[CH:38][N:39]=3)[CH:31]=2)[C:3]([C:19]([NH2:20])=[O:41])=[N:4][CH:5]=1 |f:2.3.4,10.11.12|. Reported procedure: The mixture of tert-tutyl ((1S,2R)-2-((6-chloro-5-cyanopyrazin-2-yl)amino)cyclohexyl)carbamate (60 mg, 0.24 mmol), 3,5-di(pyrimidin-2-yl)aniline (85 mg, 0.24 mmol), powder cesium carbonate (326 mg, 1.00 mmol), BINAP (31 mg, 0.05 mmol), Pd(OAc)2 (12 mg, 0.05 mmol) in 15 mL dioxane was degassed with argon stream. It was stirred in argon atmosphere at 110° C. for 2.5 h. The mixture was cooled, diluted with 100 mL EtOAc, vigorously stirred, and filtered through celite. The filtrate was concentrated ...